From a dataset of the Open Reaction Database (ORD), a public repository of structured organic reaction records. describe an organic reaction: reactants, conditions, products, and yield The reactants are COC(=O)C1CC(S(=O)(=O)c2ccccc2Cl)CN1c1cc(C)nn1Cc1ccccc1, [Li+], [OH-]. Yields the product Cc1cc(N2CC(S(=O)(=O)c3ccccc3Cl)CC2C(=O)O)n(Cc2ccccc2)n1. Reaction SMILES: [CH3:1][O:2][C:3](=[O:4])[CH:5]1[N:6]([c:20]2[n:21]([CH2:26][c:27]3[cH:28][cH:29][cH:30][cH:31][cH:32]3)[n:22][c:23]([CH3:25])[cH:24]2)[CH2:7][CH:8]([S:10](=[O:11])(=[O:12])[c:13]2[c:14]([Cl:19])[cH:15][cH:16][cH:17][cH:18]2)[CH2:9]1.[Li+:33].[OH-:34]>>[O:2]=[C:3]([OH:4])[CH:5]1[N:6]([c:20]2[n:21]([CH2:26][c:27]3[cH:28][cH:29][cH:30][cH:31][cH:32]3)[n:22][c:23]([CH3:25])[cH:24]2)[CH2:7][CH:8]([S:10](=[O:11])(=[O:12])[c:13]2[c:14]([Cl:19])[cH:15][cH:16][cH:17][cH:18]2)[CH2:9]1.